Dataset: the Open Reaction Database (ORD), a public repository of structured organic reaction records. Task: describe an organic reaction: reactants, conditions, products, and yield Starting materials: C(=O)([O-])[O-].[Na+].[Na+] (Na2CO3), Cl (HCl), CC=1C=C(C=CC1B1OC(C(O1)(C)C)(C)C)O (3-methyl-4-(4,4,5,5-tetramethyl-[1,3,2]dioxaborolan-2-yl)-phenol), BrC1=CC(=C(C=O)C=C1)OCCCC (4-bromo-2-butoxy-benzaldehyde), N#N (N2). Reagents/catalysts: C=1C=CC(=CC1)[P](C=2C=CC=CC2)(C=3C=CC=CC3)[Pd]([P](C=4C=CC=CC4)(C=5C=CC=CC5)C=6C=CC=CC6)([P](C=7C=CC=CC7)(C=8C=CC=CC8)C=9C=CC=CC9)[P](C=1C=CC=CC1)(C=1C=CC=CC1)C=1C=CC=CC1 (Pd(PPh3)4). Run in O1CCOCC1 (1,4-dioxane). Conditions: temperature 90 celsius. The product is C(CCC)OC=1C=C(C=CC1C=O)C1=C(C=C(C=C1)O)C (3-Butoxy-4′-hydroxy-2′-methyl-biphenyl-4-carbaldehyde). Yield: 85.2%. As a reaction SMILES: [CH3:1][C:2]1[CH:3]=[C:4]([OH:17])[CH:5]=[CH:6][C:7]=1B1OC(C)(C)C(C)(C)O1.Br[C:19]1[CH:26]=[CH:25][C:22]([CH:23]=[O:24])=[C:21]([O:27][CH2:28][CH2:29][CH2:30][CH3:31])[CH:20]=1.N#N.C([O-])([O-])=O.[Na+].[Na+].Cl>O1CCOCC1.C1C=CC([P]([Pd]([P](C2C=CC=CC=2)(C2C=CC=CC=2)C2C=CC=CC=2)([P](C2C=CC=CC=2)(C2C=CC=CC=2)C2C=CC=CC=2)[P](C2C=CC=CC=2)(C2C=CC=CC=2)C2C=CC=CC=2)(C2C=CC=CC=2)C2C=CC=CC=2)=CC=1>[CH2:28]([O:27][C:21]1[CH:20]=[C:19]([C:7]2[CH:6]=[CH:5][C:4]([OH:17])=[CH:3][C:2]=2[CH3:1])[CH:26]=[CH:25][C:22]=1[CH:23]=[O:24])[CH2:29][CH2:30][CH3:31] |f:3.4.5,^1:50,52,71,90|. Reported procedure: A solution of 3-methyl-4-(4,4,5,5-tetramethyl-[1,3,2]dioxaborolan-2-yl)-phenol (0.210 g, 0.898 mmol) and 4-bromo-2-butoxy-benzaldehyde (0.210 g, 0.817 mmol) in 1,4-dioxane (20 mL) is evacuated and re-filled with N2 3 times. To this solution, Pd(PPh3)4 (0.010 g) and aqueous Na2CO3 (1.0 mL, 2.0 M) are added. The resulting mixture is heated at 90° C. for 24 hours under N2. The reaction mixture is cooled to room temperature, neutralized with HCl (1.0 M, 3.0 mL), and concentrated. The residue is extr... The product is [Si](C)(C)(C(C)(C)C)OC1=C(C=C(/C=C/C(=O)OC(C)(C)C)C=C1)C1CCCC1 (tert-Butyl trans-4-((tert-butyldimethylsilyl)oxy)-3-cyclopentylcinnamate). Reported procedure: To a 100 mL 3-necked flask equipped with a magnetic stirrer, a nitrogen inlet and a reflux condenser were added 1.57 g of tert-butyl diethylphosphonoacetate (Aldrich) and 20 mL of anhydrous ethyl ether. This was followed by addition of 0.40 g of 60% NaH mineral oil dispersion. The resulting cloudy solution was heated at reflux for 25 min, cooled to 0° C. and treated with a solution of 1.52 g of 4((tert-butyldimethylsilyl)oxy)-3-cyclopentylbenzaldehyde in 10 mL of ether. A thick yellow gel result... Solvent: CCOCC (ether), CCOC(=O)C (EtOAc), C(C)OCC (ethyl ether), CCOCC (ether). Reaction conditions: temperature 0 celsius, time 1 hour. Starting materials: [Si](C)(C)(C(C)(C)C)OC1=C(C=C(C=O)C=C1)C1CCCC1 (4((tert-butyldimethylsilyl)oxy)-3-cyclopentylbenzaldehyde), CCCCCC (hexane), C(C)OP(=O)(OCC)CC(=O)OC(C)(C)C (tert-butyl diethylphosphonoacetate), [H-].[Na+] (NaH). As a reaction SMILES: C(OP([CH2:9][C:10]([O:12][C:13]([CH3:16])([CH3:15])[CH3:14])=[O:11])(OCC)=O)C.[H-].[Na+].[Si:19]([O:26][C:27]1[CH:34]=[CH:33][C:30]([CH:31]=O)=[CH:29][C:28]=1[CH:35]1[CH2:39][CH2:38][CH2:37][CH2:36]1)([C:22]([CH3:25])([CH3:24])[CH3:23])([CH3:21])[CH3:20].CCCCCC>CCOCC.CCOC(C)=O>[Si:19]([O:26][C:27]1[CH:34]=[CH:33][C:30](/[CH:31]=[CH:9]/[C:10]([O:12][C:13]([CH3:14])([CH3:15])[CH3:16])=[O:11])=[CH:29][C:28]=1[CH:35]1[CH2:39][CH2:38][CH2:37][CH2:36]1)([C:22]([CH3:24])([CH3:25])[CH3:23])([CH3:21])[CH3:20] |f:1.2|.